The task is: describe an organic reaction: reactants, conditions, products, and yield. This data is from the Open Reaction Database (ORD), a public repository of structured organic reaction records. RXN SMILES: [Br:1][CH2:2][CH2:3][O:4][N:5]1[C:6](=[O:16])[CH2:7][C:8]2([CH2:9][CH2:10][CH2:11][CH2:12]2)[CH2:13][C:14]1=[O:15].[CH3:40][C:41]#[N:42].[I-:38].[K+:32].[K+:33].[Na+:39].[O-:34][C:35]([O-:36])=[O:37].[s:17]1[n:18][c:19]([N:26]2[CH2:27][CH2:28][NH:29][CH2:30][CH2:31]2)[c:20]2[c:21]1[cH:22][cH:23][cH:24][cH:25]2>>[CH2:2]([CH2:3][O:4][N:5]1[C:6](=[O:16])[CH2:7][C:8]2([CH2:9][CH2:10][CH2:11][CH2:12]2)[CH2:13][C:14]1=[O:15])[N:29]1[CH2:28][CH2:27][N:26]([c:19]2[n:18][s:17][c:21]3[c:20]2[cH:25][cH:24][cH:23][cH:22]3)[CH2:31][CH2:30]1. Yields the product O=C1CC2(CCCC2)CC(=O)N1OCCN1CCN(c2nsc3ccccc23)CC1. Starting materials: O=C1CC2(CCCC2)CC(=O)N1OCCBr, CC#N, [I-], [K+], [K+], [Na+], O=C([O-])[O-], c1ccc2c(N3CCNCC3)nsc2c1. Starting materials: C(C)C1(CC2=CC=C(C=C2C1)C(C(=O)O)(C)O)C (2-ethyl-α-hydroxy-2,α-dimethyl-5-indanacetic acid), C1(CCCCC1)[NH3+] (cyclohexyl-ammonium). The product is C(C)C1(CC2=CC=C(C=C2C1)C(C(=O)O)C)C (2-ethyl-2,α-dimethyl-5-indanacetic acid). Reaction SMILES: [CH2:1]([C:3]1([CH3:18])[CH2:11][C:10]2[C:5](=[CH:6][CH:7]=[C:8]([C:12](O)([CH3:16])[C:13]([OH:15])=[O:14])[CH:9]=2)[CH2:4]1)[CH3:2].C1([NH3+])CCCCC1>>[CH2:1]([C:3]1([CH3:18])[CH2:11][C:10]2[C:5](=[CH:6][CH:7]=[C:8]([CH:12]([CH3:16])[C:13]([OH:15])=[O:14])[CH:9]=2)[CH2:4]1)[CH3:2]. Procedure details: 2-ethyl-α-hydroxy-2,α-dimethyl-5-indanacetic acid is hydrogenated in a manner analogous to that described in Example 1. The cyclohexyl-ammonium salt of the title compound has a M.P. of 165°-167° (from ether). The reactants are O=[N+]([O-])c1ccc(Cl)c(S(=O)(=O)NC2CCCC2)c1O, [H][H]. The product is Nc1ccc(Cl)c(S(=O)(=O)NC2CCCC2)c1O. RXN SMILES: [CH:1]1([NH:6][S:7](=[O:8])(=[O:9])[c:10]2[c:11]([OH:20])[c:12]([N+:17]([O-:18])=[O:19])[cH:13][cH:14][c:15]2[Cl:16])[CH2:2][CH2:3][CH2:4][CH2:5]1.[H:21][H:22]>>[CH:1]1([NH:6][S:7](=[O:8])(=[O:9])[c:10]2[c:11]([OH:20])[c:12]([NH2:17])[cH:13][cH:14][c:15]2[Cl:16])[CH2:2][CH2:3][CH2:4][CH2:5]1. Reactants: Cl.COC1=NC=CC=C1CCl (2-methoxy-3-picolyl chloride hydrochloride), N (ammonia), N (ammonia). Run in O (water), CO (methanol). Run at temperature 35 celsius, time 1 hour. Yields the product Cl.Cl.COC1=NC=CC=C1CN (2-Methoxy-3-picolylamine 2HCl). As a reaction SMILES: [ClH:1].[CH3:2][O:3][C:4]1[C:9]([CH2:10][Cl:11])=[CH:8][CH:7]=[CH:6][N:5]=1.[NH3:12]>O.CO>[ClH:11].[ClH:1].[CH3:2][O:3][C:4]1[C:9]([CH2:10][NH2:12])=[CH:8][CH:7]=[CH:6][N:5]=1 |f:0.1,5.6.7|. Procedure: 15.1 g of 2-methoxy-3-picolyl chloride hydrochloride (77.76 mmol) were slowly added dropwise to a mixture of 600 ml of 30% strength ammonia solution in water and 250 ml of methanol at 35° C. while continuously passing in gaseous ammonia. After the solution had been stirred at 35° C. for 1 h it was concentrated under reduced pressure in a rotary evaporator, the residue was made alkaline with 20% strength NaOH solution (water phases were kept small) and extracted several times with DCM, and the or... Reactants: CCOP(=O)(CP(=O)(OCC)OCC)OCC, [H-], [Na+], C1CCOC1, O, O=Cc1ccccn1. Product: CCOP(=O)(C=Cc1ccccn1)OCC. As a reaction SMILES: [CH2:1]([P:2](=[O:3])([O:4][CH2:5][CH3:6])[O:7][CH2:8][CH3:9])[P:10]([O:11][CH2:12][CH3:13])([O:14][CH2:15][CH3:16])=[O:17].[H-:18].[Na+:19].[O:29]1[CH2:30][CH2:31][CH2:32][CH2:33]1.[OH2:28].[n:20]1[c:21]([CH:26]=[O:27])[cH:22][cH:23][cH:24][cH:25]1>>[CH:1]([P:10]([O:11][CH2:12][CH3:13])([O:14][CH2:15][CH3:16])=[O:17])=[CH:26][c:21]1[n:20][cH:25][cH:24][cH:23][cH:22]1.